Dataset: the Open Reaction Database (ORD), a public repository of structured organic reaction records. Task: describe an organic reaction: reactants, conditions, products, and yield Reactants: CCOC(=O)N=NC(=O)OCC, O=C1NC(=O)c2ccccc21, C1CCOC1, COc1ccc(CNc2nnc(N3CCC(O)CC3)c3ccc(C#N)cc23)cc1Cl, c1ccc(P(c2ccccc2)c2ccccc2)cc1. Yields the product COc1ccc(CNc2nnc(N3CCC(N4C(=O)c5ccccc5C4=O)CC3)c3ccc(C#N)cc23)cc1Cl. RXN SMILES: [O:1]=[C:2]([O:3][CH2:4][CH3:5])[N:6]=[N:7][C:8]([O:9][CH2:10][CH3:11])=[O:12].[O:43]=[C:44]1[NH:45][C:46](=[O:47])[c:48]2[cH:49][cH:50][cH:51][cH:52][c:53]21.[O:73]1[CH2:74][CH2:75][CH2:76][CH2:77]1.[OH:13][CH:14]1[CH2:15][CH2:16][N:17]([c:20]2[n:21][n:22][c:23]([NH:32][CH2:33][c:34]3[cH:35][c:36]([Cl:42])[c:37]([O:40][CH3:41])[cH:38][cH:39]3)[c:24]3[cH:25][c:26]([C:30]#[N:31])[cH:27][cH:28][c:29]23)[CH2:18][CH2:19]1.[c:54]1([P:55]([c:56]2[cH:57][cH:58][cH:59][cH:60][cH:61]2)[c:62]2[cH:63][cH:64][cH:65][cH:66][cH:67]2)[cH:68][cH:69][cH:70][cH:71][cH:72]1>>[CH:14]1([N:45]2[C:44](=[O:43])[c:53]3[c:48]([cH:49][cH:50][cH:51][cH:52]3)[C:46]2=[O:47])[CH2:15][CH2:16][N:17]([c:20]2[n:21][n:22][c:23]([NH:32][CH2:33][c:34]3[cH:35][c:36]([Cl:42])[c:37]([O:40][CH3:41])[cH:38][cH:39]3)[c:24]3[cH:25][c:26]([C:30]#[N:31])[cH:27][cH:28][c:29]23)[CH2:18][CH2:19]1. Reactants: CCOC(=O)C(C)(C)Oc1ccc(O)cc1, OCC(C1CCCCC1)n1c(-c2ccc(Cl)cc2)nc2cc(F)c(F)cc21, C1CCOC1. The product is CCOC(=O)C(C)(C)Oc1ccc(OCC(C2CCCCC2)n2c(-c3ccc(Cl)cc3)nc3cc(F)c(F)cc32)cc1. RXN SMILES: [CH2:28]([CH3:29])[O:30][C:31]([C:32]([CH3:33])([CH3:34])[O:35][c:36]1[cH:37][cH:38][c:39]([OH:42])[cH:40][cH:41]1)=[O:43].[Cl:1][c:2]1[cH:3][cH:4][c:5](-[c:8]2[n:9][c:10]3[c:11]([n:12]2[CH:13]([CH2:14][OH:15])[CH:16]2[CH2:17][CH2:18][CH2:19][CH2:20][CH2:21]2)[cH:22][c:23]([F:27])[c:24]([F:26])[cH:25]3)[cH:6][cH:7]1.[O:44]1[CH2:45][CH2:46][CH2:47][CH2:48]1>>[Cl:1][c:2]1[cH:3][cH:4][c:5](-[c:8]2[n:9][c:10]3[c:11]([n:12]2[CH:13]([CH2:14][O:15][c:39]2[cH:38][cH:37][c:36]([O:35][C:32]([C:31]([O:30][CH2:28][CH3:29])=[O:43])([CH3:33])[CH3:34])[cH:41][cH:40]2)[CH:16]2[CH2:17][CH2:18][CH2:19][CH2:20][CH2:21]2)[cH:22][c:23]([F:27])[c:24]([F:26])[cH:25]3)[cH:6][cH:7]1. Reported procedure: 18.4 mg (0.018 mmol) of the compound from Example 179A are dissolved at 0° C. in 1 ml of dioxane. Then 0.26 ml of a 4N hydrogen chloride solution in dioxane are added and the mixture is stirred at RT for 4 h. The mixture is evaporated to dryness in vacuo, and the residue is dried to constant weight under high vacuum. The reactants are C(C)(C)(C)OC(N[C@@H](CCCNC(=O)OC(C)(C)C)CNC([C@H](CO)NC(=O)[C@@H]1CC2=C(C=CC(C=3C=CC(=C(C[C@@H](C(N[C@H](C(N1)=O)CCCNC(=O)OC(C)(C)C)=O)NC(=O)OC(C)(C)C)C3)O)=C2)O)=O)=O (tert-Butyl[(1S)-4-[(tert-butoxycarbonyl)amino]-1-({[(2S)-2-({[(8S,11S,14S)-14-[(tert-butoxycarbonyl)amino]-11-{3-[(tert-butoxycarbonyl)amino]propyl}-5,17-dihydroxy-10,13-dioxo-9,12-diazatricyclo[14.3.1.12,6]henicosa-1(20),2(21),3,5,16,18-hexaen-8-yl]carbonyl}amino)-3-hydroxypropanoyl]amino}methyl)butyl]carbamate), Cl (hydrogen chloride). Reaction conditions: time 4 hour. Solvent: O1CCOCC1 (dioxane), O1CCOCC1 (dioxane). RXN SMILES: C(OC(=O)[NH:7][C@H:8]([CH2:20][NH:21][C:22](=[O:73])[C@@H:23]([NH:26][C:27]([C@H:29]1[NH:47][C:46](=[O:48])[C@H:45]([CH2:49][CH2:50][CH2:51][NH:52]C(OC(C)(C)C)=O)[NH:44][C:43](=[O:60])[C@@H:42]([NH:61]C(OC(C)(C)C)=O)[CH2:41][C:40]2[CH:69]=[C:36]([CH:37]=[CH:38][C:39]=2[OH:70])[C:35]2=[CH:71][C:31](=[C:32]([OH:72])[CH:33]=[CH:34]2)[CH2:30]1)=[O:28])[CH2:24][OH:25])[CH2:9][CH2:10][CH2:11][NH:12]C(OC(C)(C)C)=O)(C)(C)C.[ClH:75]>O1CCOCC1>[ClH:75].[ClH:75].[ClH:75].[ClH:75].[NH2:61][C@H:42]1[CH2:41][C:40]2[CH:69]=[C:36]([CH:37]=[CH:38][C:39]=2[OH:70])[C:35]2=[CH:71][C:31](=[C:32]([OH:72])[CH:33]=[CH:34]2)[CH2:30][C@@H:29]([C:27]([NH:26][C@@H:23]([CH2:24][OH:25])[C:22]([NH:21][CH2:20][C@@H:8]([NH2:7])[CH2:9][CH2:10][CH2:11][NH2:12])=[O:73])=[O:28])[NH:47][C:46](=[O:48])[C@H:45]([CH2:49][CH2:50][CH2:51][NH2:52])[NH:44][C:43]1=[O:60] |f:3.4.5.6.7|. Product: Cl.Cl.Cl.Cl.N[C@@H]1C(N[C@H](C(N[C@@H](CC2=C(C=CC(C=3C=CC(=C(C1)C3)O)=C2)O)C(=O)N[C@H](C(=O)NC[C@H](CCCN)N)CO)=O)CCCN)=O ((8S,11S,14S)-14-Amino-11-(3-aminopropyl)-N-[(1S)-2-{[(2S)-2,5-diaminopentyl]amino}-1-(hydroxymethyl)-2-oxoethyl]-5,17-dihydroxy-10,13-dioxo-9,12-diazatricyclo[14.3.1.12,6]henicosa-1(20),2(21),3,5,16,18-hexaene-8-carboxamide tetrahydrochloride). The reactants are [C-]#N, C=C(C)C(=O)OC, COC, CCCCCCCCCCCCCCCCCCO, [K+], Oc1ccc(O)cc1. Product: C=C(C)C(=O)OCCCCCCCCCCCCCCCCCC. RXN SMILES: [C-:27]#[N:28].[CH3:1][O:2][C:3](=[O:4])[C:5]([CH3:6])=[CH2:7].[CH3:30][O:31][CH3:32].[CH3:8][CH2:9][CH2:10][CH2:11][CH2:12][CH2:13][CH2:14][CH2:15][CH2:16][CH2:17][CH2:18][CH2:19][CH2:20][CH2:21][CH2:22][CH2:23][CH2:24][CH2:25][OH:26].[K+:29].[c:33]1([OH:40])[cH:34][cH:35][c:36]([OH:37])[cH:38][cH:39]1>>[CH2:1]([O:2][C:3](=[O:4])[C:5]([CH3:6])=[CH2:7])[CH2:24][CH2:23][CH2:22][CH2:21][CH2:20][CH2:19][CH2:18][CH2:17][CH2:16][CH2:15][CH2:14][CH2:13][CH2:12][CH2:11][CH2:10][CH2:9][CH3:8]. The reactants are CC(C)(C)OC(=O)NC(CCNC(N)=O)c1ccc(Cl)cc1, O=C(O)C(F)(F)F. The product is NC(=O)NCCC(N)c1ccc(Cl)cc1. RXN SMILES: [Cl:1][c:2]1[cH:3][cH:4][c:5]([CH:8]([CH2:9][CH2:10][NH:11][C:12](=[O:13])[NH2:14])[NH:15][C:16](=[O:17])[O:18][C:19]([CH3:20])([CH3:21])[CH3:22])[cH:6][cH:7]1.[F:23][C:24]([F:25])([F:26])[C:27]([OH:28])=[O:29]>>[Cl:1][c:2]1[cH:3][cH:4][c:5]([CH:8]([CH2:9][CH2:10][NH:11][C:12](=[O:13])[NH2:14])[NH2:15])[cH:6][cH:7]1. Starting materials: C1[C@@H]2N(C1=O)[C@H](/C(=C/CO)/O2)C(=O)O (Clavulanic acid), COC(N(C)C)OC (N,N-dimethylformamide dimethylacetal), C (charcoal). Reagents/catalysts: C1(O)=CC=C(O)C=C1 (hydroquinone). Run in O1CCCC1 (tetrahydrofuran), O1CCCC1 (tetrahydrofuran), O1CCCC1 (tetrahydrofuran). Yields the product C(=C)C1=CN2C(C[C@H]2O1)=O ((5R)-3-vinyl-7-oxo-4-oxa-1-azabicyclo[3.2.0]-hept-2-ene). Isolated yield 83.3%. As a reaction SMILES: [CH2:1]1[C:4](=[O:5])[N:3]2[C@@H:6](C(O)=O)/[C:7](/[O:11][C@H:2]12)=[CH:8]/[CH2:9]O.COC(OC)N(C)C.C>O1CCCC1.C1(C=CC(O)=CC=1)O>[CH:8]([C:7]1[O:11][C@H:2]2[N:3]([C:4](=[O:5])[CH2:1]2)[CH:6]=1)=[CH2:9]. Procedure: Clavulanic acid (3.0 mmole) in dry tetrahydrofuran (10 ml) and N,N-dimethylformamide dimethylacetal (0.4 g., 3.35 mmole) in dry tetrahydrofuran (10 ml) were added simultaneously to a rapidly stirred solution of hydroquinone (20 mg) in tetrahydrofuran (20 ml) at room temperature. After addition was complete (5 minutes), the mixture was decolourised using charcoal and filtered, the filter being washed well with more tetrahydrofuran. The solvent was evaporated from the filtrate under reduced pressu...